From a dataset of the Open Reaction Database (ORD), a public repository of structured organic reaction records. describe an organic reaction: reactants, conditions, products, and yield Reactants: CC(=O)O[BH-](OC(C)=O)OC(C)=O, CC(C)(C)OC(=O)N1CCC2(CCNCC2)CC1, CC(=O)O, CCCC=O, ClCCl, [Na+], O. The product is CCCCN1CCC2(CC1)CCN(C(=O)OC(C)(C)C)CC2. RXN SMILES: [C:28]([O:29][BH-:30]([O:31][C:32](=[O:33])[CH3:34])[O:35][C:36](=[O:37])[CH3:38])(=[O:39])[CH3:40].[CH2:1]1[CH2:2][N:3]([C:12](=[O:13])[O:14][C:15]([CH3:16])([CH3:17])[CH3:18])[CH2:4][CH2:5][C:6]12[CH2:7][CH2:8][NH:9][CH2:10][CH2:11]2.[CH3:24][C:25](=[O:26])[OH:27].[CH:19]([CH2:20][CH2:21][CH3:22])=[O:23].[Cl:42][CH2:43][Cl:44].[Na+:41].[OH2:45]>>[CH2:1]1[CH2:2][N:3]([C:12](=[O:13])[O:14][C:15]([CH3:16])([CH3:17])[CH3:18])[CH2:4][CH2:5][C:6]12[CH2:7][CH2:8][N:9]([CH2:19][CH2:20][CH2:21][CH3:22])[CH2:10][CH2:11]2. The reactants are C(C)(C)O (isopropanol), [C-]#N.[K+] (Potassium cyanide), C(C=C)[C@H](C[C@H]1OC1)O ((R*,R*)-α-2-propenyloxiraneethanol), O (water). Conditions: time 20 hour. The product is C(C=C)[C@@H]1C[C@@H](OCO1)CC#N ((±)-cis-6-(2-propenyl)-1,3-dioxane-4-acetonitrile). As a reaction SMILES: [C-:1]#[N:2].[K+].[CH2:4]([C@@H:7](O)[CH2:8][C@@H:9]1[CH2:11][O:10]1)C=C.O.[CH:14]([OH:17])([CH3:16])[CH3:15]>>[CH2:8]([C@H:9]1[O:10][CH2:11][O:17][C@@H:14]([CH2:16][C:1]#[N:2])[CH2:15]1)[CH:7]=[CH2:4] |f:0.1|. Reported procedure: Potassium cyanide, 1.3 g (20 mmol) is added to a room temperature solution of (R*,R*)-α-2-propenyloxiraneethanol, 2.56 g (20 mmol), in 25 mL of 4:1 isopropanol:water. The solution is stirred for 20 hours at ambient temperature, concentrated, and partitioned between ethyl acetate and brine. The aqueous layer is extracted 2× with ethyl acetate and the combined ethyl acetate extracts are washed with brine and dried (magnesium sulfate). The crude product is dissolved in 20 mL of dimethoxymethane, ca... Reactants: NC1=CC(=NN1C1=C(C=C(C=C1)C(F)(F)F)Cl)C#N (5-amino-1-(2-chloro-4-(trifluoromethyl)phenyl]-1-H-pyrazole-3-carbonitrile), O (water), BrBr (Bromine), [S-]C#N.[Na+] (sodium thiocyanate). Run in CO (methanol), CO (methanol). Conditions: temperature 20 celsius. Product: NC1=C(C(=NN1C1=C(C=C(C=C1)C(F)(F)F)Cl)C#N)SC#N (5-amino-1-[2-chloro-4-(trifluoromethyl)phenyl]-4-thiocyanato-1H-pyrazole-3-carbonitrile). The yield is 91.2%. RXN SMILES: BrBr.[S-:3][C:4]#[N:5].[Na+].[NH2:7][C:8]1[N:12]([C:13]2[CH:18]=[CH:17][C:16]([C:19]([F:22])([F:21])[F:20])=[CH:15][C:14]=2[Cl:23])[N:11]=[C:10]([C:24]#[N:25])[CH:9]=1.O>CO>[NH2:7][C:8]1[N:12]([C:13]2[CH:18]=[CH:17][C:16]([C:19]([F:21])([F:22])[F:20])=[CH:15][C:14]=2[Cl:23])[N:11]=[C:10]([C:24]#[N:25])[C:9]=1[S:3][C:4]#[N:5] |f:1.2|. Procedure: Bromine (0.5 ml) was added over 10 minutes to a stirred solution of sodium thiocyanate (1.7 g) in anhydrous methanol at −65° C. A solution of 5-amino-1-(2-chloro-4-(trifluoromethyl)phenyl]-1-H-pyrazole-3-carbonitrile (1.5 g) in anhydrous methanol was added over 10-minutes and the stirred mixture allowed to warm to 20° C. over 16-hours. After pouring into water the precipitate was collected and dried to give 5-amino-1-[2-chloro-4-(trifluoromethyl)phenyl]-4-thiocyanato-1H-pyrazole-3-carbonitrile (... Reactants: ClC1=NC(=NC=C1C(=S)OCC)C (ethyl 4-chloro-2-methylthiopyrimidine-5-carboxylate), CN (methylamine), C(C)O (ethanol). Solvent: O (water). Reaction conditions: time 30 minute. Yields the product CNC1=NC(=NC=C1C(=S)OCC)C (ethyl 4-methylamino-2-methylthiopyrimidine-5-carboxylate). RXN SMILES: Cl[C:2]1[C:7]([C:8]([O:10][CH2:11][CH3:12])=[S:9])=[CH:6][N:5]=[C:4]([CH3:13])[N:3]=1.[CH3:14][NH2:15].C(O)C>O>[CH3:14][NH:15][C:2]1[C:7]([C:8]([O:10][CH2:11][CH3:12])=[S:9])=[CH:6][N:5]=[C:4]([CH3:13])[N:3]=1. Procedure details: To a solution of ethyl 4-chloro-2-methylthiopyrimidine-5-carboxylate (Aldrich, 20 g, 86 mmol) in 250 mL of dichworomethane at 0° C. was added slowly solution of methylamine in ethanol (33%, 35 mL 281 mmol). After stirring for 30 minutes, water (150 mL) was added and the phases were separated. The organic phase was dried (MgSO4) and filtered. The filtrate was evaporated under reduced pressure to give 19 g of the ethyl 4-methylamino-2-methylthiopyrimidine-5-carboxylate as a white solid. The reactants are COC(C)(C)C=1OC2=C(N1)C(=CC(=C2NC(OCC)=O)F)Cl (ethyl N-[2-(1-methoxy-1-methylethyl)-4-chloro-6-fluorobenzoxazol-7-yl]carbamate), C[O-].[Na+] (sodium methoxide), N\C(=C/C(=O)OCC)\C(F)(F)F (ethyl 3-amino-4,4,4-trifluorocrotonate), N12CCCCCC2=NCCC1 (1,8-diazabicyclo[5.4.0]undec-7-ene). Solvent: CN(C=O)C (N,N-dimethylformamide). The product is COC(C)(C)C=1OC2=C(N1)C(=CC(=C2N2C(NC(=CC2=O)C(F)(F)F)=O)F)Cl (3-[2-(1-methoxy-1-methylethyl)-4-chloro-6-fluorobenzoxazol-7-yl)-6-trifluoromethyl-2,4-(1H,3H)pyrimidinedione). Isolated yield 59.3%. RXN SMILES: [CH3:1][O:2][C:3]([C:6]1[O:7][C:8]2[C:14]([NH:15][C:16](=O)[O:17]CC)=[C:13]([F:21])[CH:12]=[C:11]([Cl:22])[C:9]=2[N:10]=1)([CH3:5])[CH3:4].C[O-].[Na+].[NH2:26]/[C:27](/[C:34]([F:37])([F:36])[F:35])=[CH:28]\[C:29]([O:31]CC)=O.N12CCCN=C1CCCCC2>CN(C)C=O>[CH3:1][O:2][C:3]([C:6]1[O:7][C:8]2[C:14]([N:15]3[C:29](=[O:31])[CH:28]=[C:27]([C:34]([F:35])([F:36])[F:37])[NH:26][C:16]3=[O:17])=[C:13]([F:21])[CH:12]=[C:11]([Cl:22])[C:9]=2[N:10]=1)([CH3:5])[CH3:4] |f:1.2|. Procedure: An additional 0.6 gram of 3-[2-(1-methoxy-1-methylethyl)-4-chloro-6-fluorobenzoxazol-7-yl)-6-trifluoromethyl-2,4-(1H,3H)pyrimidinedione was prepared in the manner of Step E, Example 1, with 0.8 gram (2.4 mmole) of ethyl N-[2-(1-methoxy-1-methylethyl)-4-chloro-6-fluorobenzoxazol-7-yl]carbamate, 0.15 gram (2.8 mmole) of sodium methoxide, 0.44 gram (2.4 mmole) of ethyl 3-amino-4,4,4-trifluorocrotonate, 30 mL of N,N-dimethylformamide, arid 0.37 gram (2.4 mmole) of 1,8-diazabicyclo[5.4.0]undec-7-ene ... Reactants: [Cl-].[NH4+] (ammonium chloride), C(CCC)[Li] (n-Butyllithium), C[Si](C)(C)C=[N+]=[N-] (trimethylsilyldiazomethane), CN1C=NC(=C1C=O)C1=CC=CC=C1 (1-methyl-4-phenyl-1H-imidazole-5-carbaldehyde), CN1C=NC(=C1C=O)C1=CC=CC=C1 (1-methyl-4-phenyl-1H-imidazole-5-carbaldehyde). Run in C1CCOC1 (THF). Run at temperature -78 celsius, time 30 minute. Product: C(#C)C1=C(N=CN1C)C1=CC=CC=C1 (5-Ethynyl-1-methyl-4-phenyl-1H-imidazole). Isolated yield 34.0%. As a reaction SMILES: [CH2:1]([Li])CCC.C[Si](C=[N+]=[N-])(C)C.[CH3:13][N:14]1[C:18]([CH:19]=O)=[C:17]([C:21]2[CH:26]=[CH:25][CH:24]=[CH:23][CH:22]=2)[N:16]=[CH:15]1.[Cl-].[NH4+]>C1COCC1>[C:19]([C:18]1[N:14]([CH3:13])[CH:15]=[N:16][C:17]=1[C:21]1[CH:26]=[CH:25][CH:24]=[CH:23][CH:22]=1)#[CH:1] |f:3.4|. Procedure details: n-Butyllithium (2M in pentane, 650 μL) was added dropwise to trimethylsilyldiazomethane (2M in hexane, 750 μL) in THF (1 mL), cooled to −78° C. and stirred for 30 minutes. 1-Methyl-4-phenyl-1H-imidazole-5-carbaldehyde (intermediate 2) (186 mg) was added dropwise over 5 minutes and stirring continued at −78° C. for 30 minutes, then warmed to 0° C. over 30 minutes and stirred for a further 30 minutes at 0° C. Saturated aqueous ammonium chloride (3 mL) was added, mixture extracted with diethyl ethe...